From a dataset of the Open Reaction Database (ORD), a public repository of structured organic reaction records. describe an organic reaction: reactants, conditions, products, and yield Starting materials: COC1=CC=C(C=C1)[Mg]Br (4-methoxyphenylmagnesium bromide), C1CCOC1 (THF), CC(C)(C)S(=O)/N=C/C=1N=C(NC1)C (2-methyl-N-((1E)-(2-methyl-1H-imidazol-4-yl)methylene]propane-2-sulfinamide). Solvent: C(Cl)Cl (CH2Cl2). Run at temperature -78 celsius, time 1 hour. Yields the product COC1=CC=C(C=C1)C(NS(=O)C(C)(C)C)C=1N=C(NC1)C (N-[(4-methoxyphenyl)(2-methyl-1H-imidazol-4-yl)methyl]-2-methylpropane-2-sulfinamide). The yield is 42.0%. RXN SMILES: [CH3:1][C:2]([S:5](/[N:7]=[CH:8]/[C:9]1[N:10]=[C:11]([CH3:14])[NH:12][CH:13]=1)=[O:6])([CH3:4])[CH3:3].[CH3:15][O:16][C:17]1[CH:22]=[CH:21][C:20]([Mg]Br)=[CH:19][CH:18]=1.C1COCC1>C(Cl)Cl>[CH3:15][O:16][C:17]1[CH:22]=[CH:21][C:20]([CH:8]([C:9]2[N:10]=[C:11]([CH3:14])[NH:12][CH:13]=2)[NH:7][S:5]([C:2]([CH3:1])([CH3:3])[CH3:4])=[O:6])=[CH:19][CH:18]=1. Procedure details: To a 100 ml round bottom flask containing −78° C. solution of 2-methyl-N-((1E)-(2-methyl-1H-imidazol-4-yl)methylene]propane-2-sulfinamide (1.170 g, 5.490 mmol) in 25.0 ml of CH2Cl2 was added dropwise 1.0 N 4-methoxyphenylmagnesium bromide in THF (8.230 ml, 8.230 mmol). The resulting solution was stirred at −78° C. for 1 hour. The reaction mixture was quenched with saturated NH4Cl and extracted with CH2Cl2. The combined organic layers were washed with brine, dried over anhydrous Na2SO4 and filter... Reactants: [OH-].[Na+] (NaOH), COC(C1=CC=C(C=C1)[C@H](C)N1C(O[C@](CC1)(C1=CC=CC=C1)CC(C)(C)O)=O)=O (4-{(S)-1-[(S)-6-(2-hydroxy-2-methyl-propyl)-2-oxo-6-phenyl-[1,3]oxazinan-3-yl]-ethyl}-benzoic acid methyl ester). Run in O1CCCC1 (tetrahydrofuran). Conditions: time 8 hour. The product is OC(C[C@@]1(CCN(C(O1)=O)[C@@H](C)C1=CC=C(C(=O)O)C=C1)C1=CC=CC=C1)(C)C (4-{(S)-1-[(S)-6-(2-Hydroxy-2-methyl-propyl)-2-oxo-6-phenyl-[1,3]oxazinan-3-yl]-ethyl}-benzoic acid). Reaction SMILES: [OH-].[Na+].C[O:4][C:5](=[O:32])[C:6]1[CH:11]=[CH:10][C:9]([C@@H:12]([N:14]2[CH2:19][CH2:18][C@:17]([CH2:26][C:27]([OH:30])([CH3:29])[CH3:28])([C:20]3[CH:25]=[CH:24][CH:23]=[CH:22][CH:21]=3)[O:16][C:15]2=[O:31])[CH3:13])=[CH:8][CH:7]=1>O1CCCC1>[OH:30][C:27]([CH3:28])([CH3:29])[CH2:26][C@@:17]1([C:20]2[CH:25]=[CH:24][CH:23]=[CH:22][CH:21]=2)[O:16][C:15](=[O:31])[N:14]([C@H:12]([C:9]2[CH:10]=[CH:11][C:6]([C:5]([OH:32])=[O:4])=[CH:7][CH:8]=2)[CH3:13])[CH2:19][CH2:18]1 |f:0.1|. Procedure details: 1 M aqueous NaOH solution (5 mL) was added to a solution of 4-{(S)-1-[(S)-6-(2-hydroxy-2-methyl-propyl)-2-oxo-6-phenyl-[1,3]oxazinan-3-yl]-ethyl}-benzoic acid methyl ester (0.73 g) in tetrahydrofuran (5 mL). The resulting solution was stirred at room temperature overnight. Then, the solution was concentrated and the residue was taken up in water and filtered. The aqueous filtrate was acidified with 1 M hydrochloric acid and the resulting mixture was extracted with ethyl acetate. The combined ext... Starting materials: O=C(c1ncc[nH]1)c1ncc[nH]1, CCc1ccc(Nc2c(C(=O)O)ccc(F)c2F)c(F)c1, C1CCOC1, NOCCO, c1c[n-]cn1. Product: CCc1ccc(Nc2c(C(=O)NOCCO)ccc(F)c2F)c(F)c1. Reaction SMILES: [C:22]([c:23]1[nH:24][cH:25][cH:26][n:27]1)([c:28]1[nH:29][cH:30][cH:31][n:32]1)=[O:33].[CH2:1]([CH3:2])[c:3]1[cH:4][c:5]([F:21])[c:6]([NH:9][c:10]2[c:11]([C:12](=[O:13])[OH:14])[cH:15][cH:16][c:17]([F:20])[c:18]2[F:19])[cH:7][cH:8]1.[CH2:44]1[O:45][CH2:46][CH2:47][CH2:48]1.[NH2:39][O:40][CH2:41][CH2:42][OH:43].[cH:34]1[n:35][cH:36][n-:37][cH:38]1>>[CH2:1]([CH3:2])[c:3]1[cH:4][c:5]([F:21])[c:6]([NH:9][c:10]2[c:11]([C:12](=[O:14])[NH:39][O:40][CH2:41][CH2:42][OH:43])[cH:15][cH:16][c:17]([F:20])[c:18]2[F:19])[cH:7][cH:8]1. Reactants: CC(=O)OC(C(=O)N1C(Cc2ccccc2)COC1(C)C)c1ccn(-c2ccc(-c3ccccc3)cc2)c1, CC1(C)OCC(Cc2ccccc2)N1C(=O)C(O)c1ccc(-c2ccc(-c3ccccc3)cc2)o1. The product is CC(=O)OC(C(=O)N1C(Cc2ccccc2)COC1(C)C)c1ccc(-c2ccc(-c3ccccc3)cc2)o1. RXN SMILES: [C:1]([CH3:2])(=[O:3])[O:4][CH:5]([c:6]1[cH:7][cH:8][n:9](-[c:10]2[cH:11][cH:12][c:13](-[c:14]3[cH:15][cH:16][cH:17][cH:18][cH:19]3)[cH:20][cH:21]2)[cH:22]1)[C:23]([N:24]1[CH:25]([CH2:26][c:27]2[cH:28][cH:29][cH:30][cH:31][cH:32]2)[CH2:33][O:34][C:35]1([CH3:36])[CH3:37])=[O:38].[CH2:39]([c:40]1[cH:41][cH:42][cH:43][cH:44][cH:45]1)[CH:46]1[N:47]([C:53]([CH:54]([OH:55])[c:56]2[cH:57][cH:58][c:59](-[c:61]3[cH:62][cH:63][c:64](-[c:67]4[cH:68][cH:69][cH:70][cH:71][cH:72]4)[cH:65][cH:66]3)[o:60]2)=[O:73])[C:48]([CH3:51])([CH3:52])[O:49][CH2:50]1>>[C:1]([CH3:2])(=[O:3])[O:55][CH:54]([C:53]([N:47]1[CH:46]([CH2:39][c:40]2[cH:41][cH:42][cH:43][cH:44][cH:45]2)[CH2:50][O:49][C:48]1([CH3:51])[CH3:52])=[O:73])[c:56]1[cH:57][cH:58][c:59](-[c:61]2[cH:62][cH:63][c:64](-[c:67]3[cH:68][cH:69][cH:70][cH:71][cH:72]3)[cH:65][cH:66]2)[o:60]1. Starting materials: CC1=CC=C2C(=NC=NC2=C1NC1=NC=CC=C1C1=C2N=CN(C2=NC=N1)C1OCCCC1)SC (7-methyl-4-(methylthio)-N-(3-(9-(tetrahydro-2H-pyran-2-yl)-9H-purin-6-yl)pyridin-2-yl)quinazolin-8-amine), ClC1=CC=C(C=C1)N (4-chlorobenzenamine). Reagents/catalysts: C(=O)(C(F)(F)F)O (TFA). The solvent is O1CCOCC1 (dioxane). Conditions: temperature 160 celsius. The product is N1=CN=C2NC=NC2=C1C=1C(=NC=CC1)NC=1C(=CC=C2C(=NC=NC12)NC1=CC=C(C=C1)Cl)C (N8-(3-(9H-purin-6-yl)pyridin-2-yl)-N4-(4-chlorophenyl)-7-methylquinazoline-4,8-diamine). Reaction SMILES: [CH3:1][C:2]1[C:11]([NH:12][C:13]2[C:18]([C:19]3[N:27]=[CH:26][N:25]=[C:24]4[C:20]=3[N:21]=[CH:22][N:23]4C3CCCCO3)=[CH:17][CH:16]=[CH:15][N:14]=2)=[C:10]2[C:5]([C:6](SC)=[N:7][CH:8]=[N:9]2)=[CH:4][CH:3]=1.[Cl:36][C:37]1[CH:42]=[CH:41][C:40]([NH2:43])=[CH:39][CH:38]=1>C(O)(C(F)(F)F)=O.O1CCOCC1>[N:27]1[C:19]([C:18]2[C:13]([NH:12][C:11]3[C:2]([CH3:1])=[CH:3][CH:4]=[C:5]4[C:10]=3[N:9]=[CH:8][N:7]=[C:6]4[NH:43][C:40]3[CH:41]=[CH:42][C:37]([Cl:36])=[CH:38][CH:39]=3)=[N:14][CH:15]=[CH:16][CH:17]=2)=[C:20]2[C:24]([NH:23][CH:22]=[N:21]2)=[N:25][CH:26]=1. Procedure details: A clear microwave vial was charged with 7-methyl-4-(methylthio)-N-(3-(9-(tetrahydro-2H-pyran-2-yl)-9H-purin-6-yl)pyridin-2-yl)quinazolin-8-amine (0.200 g, 0.413 mmol) and 4-chlorobenzenamine (0.105 g, 0.825 mmol) and 5 ml of dioxane. A few drops of TFA was added to the mixture and the reaction vial was capped. The vial was heated in a microwave reactor at 160° C. for 12 minutes. The solid that crashed out of the reaction mixture was filtered off and washed with ethyl acetate. The solid was disso... Reactants: CC(C)(C)c1nnc(N=C=O)s1, CCNCC1OCCO1, c1ccccc1. Product: CCN(CC1OCCO1)C(=O)Nc1nnc(C(C)(C)C)s1. Reaction SMILES: [C:1]([CH3:2])([CH3:3])([CH3:4])[c:5]1[s:6][c:7]([N:10]=[C:11]=[O:12])[n:8][n:9]1.[O:13]1[CH:14]([CH2:18][NH:19][CH2:20][CH3:21])[O:15][CH2:16][CH2:17]1.[cH:22]1[cH:23][cH:24][cH:25][cH:26][cH:27]1>>[C:1]([CH3:2])([CH3:3])([CH3:4])[c:5]1[s:6][c:7]([NH:10][C:11](=[O:12])[N:19]([CH2:18][CH:14]2[O:13][CH2:17][CH2:16][O:15]2)[CH2:20][CH3:21])[n:8][n:9]1.